Dataset: the Open Reaction Database (ORD), a public repository of structured organic reaction records. Task: describe an organic reaction: reactants, conditions, products, and yield Starting materials: CCCC[N+](CCCC)(CCCC)CCCC, COC(=O)c1ccc(CBr)cc1-c1ccccc1, [I-], [N-]=[N+]=[N-], [Na+], CN(C)C=O, O. Yields the product COC(=O)c1ccc(CN=[N+]=[N-])cc1-c1ccccc1. Reaction SMILES: [CH2:24]([N+:25]([CH2:26][CH2:27][CH2:28][CH3:29])([CH2:30][CH2:31][CH2:32][CH3:33])[CH2:34][CH2:35][CH2:36][CH3:37])[CH2:38][CH2:39][CH3:40].[CH3:1][O:2][C:3]([c:4]1[c:5](-[c:12]2[cH:13][cH:14][cH:15][cH:16][cH:17]2)[cH:6][c:7]([CH2:10][Br:11])[cH:8][cH:9]1)=[O:18].[I-:23].[N-:20]=[N+:21]=[N-:22].[Na+:19].[O:41]=[CH:42][N:43]([CH3:44])[CH3:45].[OH2:46]>>[CH3:1][O:2][C:3]([c:4]1[c:5](-[c:12]2[cH:13][cH:14][cH:15][cH:16][cH:17]2)[cH:6][c:7]([CH2:10][N:20]=[N+:21]=[N-:22])[cH:8][cH:9]1)=[O:18].